Dataset: the Open Reaction Database (ORD), a public repository of structured organic reaction records. Task: describe an organic reaction: reactants, conditions, products, and yield Reactants: C=CC(C)NC=O (N-(1-buten-3-yl)formamide), C(C)OC(=O)Cl (ethylchloroformate), C(=O)=O (CO2). Run at time 3 hour. The product is C(C)OC=NC(C=C)C (ethyl-N-(1-buten-3-yl)formimidate). As a reaction SMILES: [CH2:1]=[CH:2][CH:3]([NH:5][CH:6]=[O:7])[CH3:4].[CH2:8](OC(Cl)=O)[CH3:9].C(=O)=O>>[CH2:8]([O:7][CH:6]=[N:5][CH:3]([CH3:4])[CH:2]=[CH2:1])[CH3:9]. Procedure: A mixture of 1.0 g. of N-(1-buten-3-yl)formamide and one equivalent of ethylchloroformate is stirred under N2 for 4 hours during which time CO2 is evolved. The solution is stirred under reduced pressure for 3 hours to remove any unreacted ethylchloroformate, and a residue of ethyl-N-(1-buten-3-yl)formimidate is obtained.